Dataset: the Open Reaction Database (ORD), a public repository of structured organic reaction records. Task: describe an organic reaction: reactants, conditions, products, and yield Reactants: C(C1=CC=CC=C1)C1CCN(CC1)C(C(=O)O)=O ((4-benzyl-piperidin-1-yl)-oxo-acetic acid), NC1=CC2=C(NC(O2)=O)C=C1 (6-amino-3H-benzoxazol-2-one). Run in C(C)OCC (diethylether). Yields the product C(C1=CC=CC=C1)C1CCN(CC1)C(C(=O)NC1=CC2=C(NC(O2)=O)C=C1)=O (2-(4-Benzyl-piperidin-1-yl)-2-oxo-N-(2-oxo-2,3-dihydro-benzoxazol-6-yl)-acetamide). Reaction SMILES: [CH2:1]([CH:8]1[CH2:13][CH2:12][N:11]([C:14](=[O:18])[C:15]([OH:17])=O)[CH2:10][CH2:9]1)[C:2]1[CH:7]=[CH:6][CH:5]=[CH:4][CH:3]=1.[NH2:19][C:20]1[CH:29]=[CH:28][C:23]2[NH:24][C:25](=[O:27])[O:26][C:22]=2[CH:21]=1>C(OCC)C>[CH2:1]([CH:8]1[CH2:9][CH2:10][N:11]([C:14](=[O:18])[C:15]([NH:19][C:20]2[CH:29]=[CH:28][C:23]3[NH:24][C:25](=[O:27])[O:26][C:22]=3[CH:21]=2)=[O:17])[CH2:12][CH2:13]1)[C:2]1[CH:3]=[CH:4][CH:5]=[CH:6][CH:7]=1. Reported procedure: The title compound is prepared from (4-benzyl-piperidin-1-yl)-oxo-acetic acid (Example 5b) and 6-amino-3H-benzoxazol-2-one according to the method described in Example 1c. Melting Point: 190-193° C. (diethylether) Starting materials: Cc1c(C=O)[nH]c2c1C(=O)N(CCN1CCCC1)CC2, CC(O)C(=O)Nc1cc2c(cc1F)CC(=O)N2. The product is Cc1c(C=C2C(=O)Nc3cc(NC(=O)C(C)O)c(F)cc32)[nH]c2c1C(=O)N(CCN1CCCC1)CC2. Reaction SMILES: [CH3:1][c:2]1[c:3]([CH:19]=[O:20])[nH:4][c:5]2[c:6]1[C:7](=[O:18])[N:8]([CH2:11][CH2:12][N:13]1[CH2:14][CH2:15][CH2:16][CH2:17]1)[CH2:9][CH2:10]2.[F:21][c:22]1[cH:23][c:24]2[c:28]([cH:29][c:30]1[NH:31][C:32]([CH:33]([CH3:34])[OH:35])=[O:36])[NH:27][C:26](=[O:37])[CH2:25]2>>[CH3:1][c:2]1[c:3]([CH:19]=[C:25]2[c:24]3[cH:23][c:22]([F:21])[c:30]([NH:31][C:32]([CH:33]([CH3:34])[OH:35])=[O:36])[cH:29][c:28]3[NH:27][C:26]2=[O:37])[nH:4][c:5]2[c:6]1[C:7](=[O:18])[N:8]([CH2:11][CH2:12][N:13]1[CH2:14][CH2:15][CH2:16][CH2:17]1)[CH2:9][CH2:10]2.